From a dataset of the Open Reaction Database (ORD), a public repository of structured organic reaction records. describe an organic reaction: reactants, conditions, products, and yield The reactants are CC1CO1, CCO, CO, CC(O)CNCCNCC(C)O. Yields the product CC(O)CNCCN(CC(C)O)CC(C)O. Reaction SMILES: [CH2:1]1[CH:2]([CH3:3])[O:4]1.[CH3:17][CH2:18][OH:19].[CH3:20][OH:21].[OH:5][CH:6]([CH2:7][NH:8][CH2:9][CH2:10][NH:11][CH2:12][CH:13]([CH3:14])[OH:15])[CH3:16]>>[CH2:1]([CH:2]([CH3:3])[OH:4])[N:8]([CH2:7][CH:6]([OH:5])[CH3:16])[CH2:9][CH2:10][NH:11][CH2:12][CH:13]([CH3:14])[OH:15]. Starting materials: Clc1nc(Cl)c2occc2n1, CC(C)(C)OC(=O)NCC1CCNCC1, CC(C)(C)OC(=O)NCC1CCN(c2nc(Nc3ccc(S(N)(=O)=O)cc3)nc3ccoc23)CC1. Product: CC(C)(C)OC(=O)NCC1CCN(c2nc(Cl)nc3ccoc23)CC1. RXN SMILES: [Cl:36][c:37]1[n:38][c:39]([Cl:40])[c:41]2[o:42][cH:43][cH:44][c:45]2[n:46]1.[NH:47]1[CH2:48][CH2:49][CH:50]([CH2:51][NH:52][C:53](=[O:54])[O:55][C:56]([CH3:57])([CH3:58])[CH3:59])[CH2:60][CH2:61]1.[S:1]([c:2]1[cH:3][cH:4][c:5]([NH:6][c:12]2[n:13][c:14]([N:21]3[CH2:22][CH2:23][CH:24]([CH2:27][NH:28][C:29]([O:30][C:31]([CH3:32])([CH3:33])[CH3:34])=[O:35])[CH2:25][CH2:26]3)[c:15]3[c:16]([n:17]2)[cH:18][cH:19][o:20]3)[cH:7][cH:8]1)(=[O:9])(=[O:10])[NH2:11]>>[c:12]1([Cl:36])[n:13][c:14]([N:21]2[CH2:22][CH2:23][CH:24]([CH2:27][NH:28][C:29]([O:30][C:31]([CH3:32])([CH3:33])[CH3:34])=[O:35])[CH2:25][CH2:26]2)[c:15]2[c:16]([n:17]1)[cH:18][cH:19][o:20]2. Starting materials: C1CNCCN1, CC#N, Clc1cncc(-c2ccsc2)n1, ClCCl, [K+], [K+], O=C([O-])[O-]. Product: c1cc(-c2cncc(N3CCNCC3)n2)cs1. As a reaction SMILES: [CH2:13]1[CH2:14][NH:15][CH2:16][CH2:17][NH:18]1.[CH3:25][C:26]#[N:27].[Cl:1][c:2]1[n:3][c:4](-[c:8]2[cH:9][s:10][cH:11][cH:12]2)[cH:5][n:6][cH:7]1.[Cl:28][CH2:29][Cl:30].[K+:19].[K+:20].[O-:21][C:22]([O-:23])=[O:24]>>[c:2]1([N:15]2[CH2:14][CH2:13][NH:18][CH2:17][CH2:16]2)[n:3][c:4](-[c:8]2[cH:9][s:10][cH:11][cH:12]2)[cH:5][n:6][cH:7]1. Starting materials: CCC(CC)CBr, C1CCOC1, CCCCCC, C1CCC(NC2CCCCC2)CC1, CC(C)OC(=O)C1CCCCC1, Cl. The product is CCC(CC)CC1(C(=O)OC(C)C)CCCCC1. RXN SMILES: [Br:32][CH2:33][CH:34]([CH2:35][CH3:36])[CH2:37][CH3:38].[CH2:40]1[O:41][CH2:42][CH2:43][CH2:44]1.[CH3:14][CH2:15][CH2:16][CH2:17][CH2:18][CH3:19].[CH:1]1([NH:2][CH:3]2[CH2:4][CH2:5][CH2:6][CH2:7][CH2:8]2)[CH2:9][CH2:10][CH2:11][CH2:12][CH2:13]1.[CH:20]([CH3:21])([CH3:22])[O:23][C:24](=[O:25])[CH:26]1[CH2:27][CH2:28][CH2:29][CH2:30][CH2:31]1.[ClH:39]>>[CH:20]([CH3:21])([CH3:22])[O:23][C:24](=[O:25])[C:26]1([CH2:33][CH:34]([CH2:35][CH3:36])[CH2:37][CH3:38])[CH2:27][CH2:28][CH2:29][CH2:30][CH2:31]1. The reactants are CO, Cc1ccccc1N, [NH4+], N#C[S-], O=S(=O)(O)O. Yields the product Cc1ccccc1NC(N)=S. As a reaction SMILES: [CH3:18][OH:19].[NH2:1][c:2]1[c:3]([CH3:8])[cH:4][cH:5][cH:6][cH:7]1.[NH4+:17].[S-:14][C:15]#[N:16].[S:9](=[O:10])(=[O:11])([OH:12])[OH:13]>>[NH:1]([c:2]1[c:3]([CH3:8])[cH:4][cH:5][cH:6][cH:7]1)[C:15](=[S:14])[NH2:16].